The task is: describe an organic reaction: reactants, conditions, products, and yield. This data is from the Open Reaction Database (ORD), a public repository of structured organic reaction records. Starting materials: FC1(OC2=C(C1(F)F)C=CC=C2CBr)F (2,2,3,3-tetrafluoro-2,3-dihydrobenzofuran-7-ylmethyl bromide), C1(=CC=CC=C1)P(C1=CC=CC=C1)C1=CC=CC=C1 (triphenylphosphine). Run in C1(=CC=CC=C1)C (toluene). Product: [Br-].FC1(OC2=C(C1(F)F)C=CC=C2C[P+](C2=CC=CC=C2)(C2=CC=CC=C2)C2=CC=CC=C2)F ((2,2,3,3-tetrafluoro-2,3-dihydrobenzofuran-7-ylmethyl)triphenylphosphonium bromide). As a reaction SMILES: [F:1][C:2]1([F:15])[C:6]([F:8])([F:7])[C:5]2[CH:9]=[CH:10][CH:11]=[C:12]([CH2:13][Br:14])[C:4]=2[O:3]1.[C:16]1([P:22]([C:29]2[CH:34]=[CH:33][CH:32]=[CH:31][CH:30]=2)[C:23]2[CH:28]=[CH:27][CH:26]=[CH:25][CH:24]=2)[CH:21]=[CH:20][CH:19]=[CH:18][CH:17]=1>C1(C)C=CC=CC=1>[Br-:14].[F:1][C:2]1([F:15])[C:6]([F:8])([F:7])[C:5]2[CH:9]=[CH:10][CH:11]=[C:12]([CH2:13][P+:22]([C:23]3[CH:24]=[CH:25][CH:26]=[CH:27][CH:28]=3)([C:29]3[CH:34]=[CH:33][CH:32]=[CH:31][CH:30]=3)[C:16]3[CH:17]=[CH:18][CH:19]=[CH:20][CH:21]=3)[C:4]=2[O:3]1 |f:3.4|. Reported procedure: This compound is prepared in a manner analogous to that of Step A of Example 2, using 14.0 grams (0.049 mole) of 2,2,3,3-tetrafluoro-2,3-dihydrobenzofuran-7-ylmethyl bromide and 13.0 grams (0.050 mole) of triphenylphosphine in about 100 mL of toluene, yielding (2,2,3,3-tetrafluoro-2,3-dihydrobenzofuran-7-ylmethyl)triphenylphosphonium bromide. Starting materials: CS(=O)(=O)OCCC1CCN(CC1)C1=NC2=CC=C(C=C2C=C1)Cl (2-[1-(6-chloroquinolin-2-yl)piperidin-4-yl]ethyl methanesulfonate), [N-]=[N+]=[N-].[Na+] (sodium azide). Run in CN(C=O)C (N,N-dimethylformamide). Product: N(=[N+]=[N-])CCC1CCN(CC1)C1=NC2=CC=C(C=C2C=C1)Cl (2-[4-(2-Azidoethyl)piperidin-1-yl]-6-chloroquinoline). RXN SMILES: CS(O[CH2:6][CH2:7][CH:8]1[CH2:13][CH2:12][N:11]([C:14]2[CH:23]=[CH:22][C:21]3[C:16](=[CH:17][CH:18]=[C:19]([Cl:24])[CH:20]=3)[N:15]=2)[CH2:10][CH2:9]1)(=O)=O.[N-:25]=[N+:26]=[N-:27].[Na+]>CN(C)C=O>[N:25]([CH2:6][CH2:7][CH:8]1[CH2:13][CH2:12][N:11]([C:14]2[CH:23]=[CH:22][C:21]3[C:16](=[CH:17][CH:18]=[C:19]([Cl:24])[CH:20]=3)[N:15]=2)[CH2:10][CH2:9]1)=[N+:26]=[N-:27] |f:1.2|. Reported procedure: A solution of 5 g (13.55 mmol) of 2-[1-(6-chloroquinolin-2-yl)piperidin-4-yl]ethyl methanesulfonate, prepared in step 6.1., and 1.76 g (27.11 mmol) of sodium azide in 30 mL of N,N-dimethylformamide is refluxed for 4 hours, under an inert atmosphere. Product: COc1ccc(CN2C(=O)CC3CCC(Nc4c([N+](=O)[O-])cnc5c4ccn5S(=O)(=O)c4ccccc4)CC32)c(OC)c1. Reactants: CC(C)O, CCN(C(C)C)C(C)C, COc1ccc(CN2C(=O)CC3CCC(N)CC32)c(OC)c1, O=[N+]([O-])c1cnc2c(ccn2S(=O)(=O)c2ccccc2)c1Cl. Reaction SMILES: [CH3:54][CH:55]([OH:56])[CH3:57].[CH:45]([N:46]([CH:47]([CH3:48])[CH3:49])[CH2:50][CH3:51])([CH3:52])[CH3:53].[NH2:23][CH:24]1[CH2:25][CH2:26][CH:27]2[CH2:28][C:29](=[O:44])[N:30]([CH2:33][c:34]3[c:35]([O:42][CH3:43])[cH:36][c:37]([O:40][CH3:41])[cH:38][cH:39]3)[CH:31]2[CH2:32]1.[c:1]1([S:7](=[O:8])(=[O:9])[n:10]2[cH:11][cH:12][c:13]3[c:14]2[n:15][cH:16][c:17]([N+:20](=[O:21])[O-:22])[c:18]3[Cl:19])[cH:2][cH:3][cH:4][cH:5][cH:6]1>>[c:1]1([S:7](=[O:8])(=[O:9])[n:10]2[cH:11][cH:12][c:13]3[c:14]2[n:15][cH:16][c:17]([N+:20](=[O:21])[O-:22])[c:18]3[NH:23][CH:24]2[CH2:25][CH2:26][CH:27]3[CH2:28][C:29](=[O:44])[N:30]([CH2:33][c:34]4[c:35]([O:42][CH3:43])[cH:36][c:37]([O:40][CH3:41])[cH:38][cH:39]4)[CH:31]3[CH2:32]2)[cH:2][cH:3][cH:4][cH:5][cH:6]1. Starting materials: OC1CN(CCC1C1=CC=C(C=C1)OCCCOCC1=C(C=CC=C1)OC)C(=O)OC(C)(C)C (tert-butyl 3-hydroxy-4-{4-[3-(2-methoxybenzyloxy)propoxy]phenyl}piperidine-1-carboxylate), ClCC1=CC(=C(C=C1)C)OCCCOC (4-chloromethyl-2-(3-methoxypropoxy)-1-methylbenzene). Product: COC1=C(COCCCOC2=CC=C(C=C2)C2C(CN(CC2)C(=O)OC(C)(C)C)OCC2=CC(=C(C=C2)C)OCCCOC)C=CC=C1 (tert-Butyl 4-{4-[3-(2-methoxybenzyloxy)propoxy]phenyl}-3-[3-(3-methoxypropoxy)-4-methylbenzyloxy]piperidine-1-carboxylate). As a reaction SMILES: [OH:1][CH:2]1[CH:7]([C:8]2[CH:13]=[CH:12][C:11]([O:14][CH2:15][CH2:16][CH2:17][O:18][CH2:19][C:20]3[CH:25]=[CH:24][CH:23]=[CH:22][C:21]=3[O:26][CH3:27])=[CH:10][CH:9]=2)[CH2:6][CH2:5][N:4]([C:28]([O:30][C:31]([CH3:34])([CH3:33])[CH3:32])=[O:29])[CH2:3]1.Cl[CH2:36][C:37]1[CH:42]=[CH:41][C:40]([CH3:43])=[C:39]([O:44][CH2:45][CH2:46][CH2:47][O:48][CH3:49])[CH:38]=1>>[CH3:27][O:26][C:21]1[CH:22]=[CH:23][CH:24]=[CH:25][C:20]=1[CH2:19][O:18][CH2:17][CH2:16][CH2:15][O:14][C:11]1[CH:12]=[CH:13][C:8]([CH:7]2[CH2:6][CH2:5][N:4]([C:28]([O:30][C:31]([CH3:34])([CH3:33])[CH3:32])=[O:29])[CH2:3][CH:2]2[O:1][CH2:36][C:37]2[CH:42]=[CH:41][C:40]([CH3:43])=[C:39]([O:44][CH2:45][CH2:46][CH2:47][O:48][CH3:49])[CH:38]=2)=[CH:9][CH:10]=1. Procedure details: Analogously to Method D, 0.238 g of tert-butyl 3-hydroxy-4-{4-[3-(2-methoxybenzyloxy)propoxy]phenyl}piperidine-1-carboxylate and 0.125 g of 4-chloromethyl-2-(3-methoxypropoxy)-1-methylbenzene are reacted. The title compound is obtained as a slightly yellowish oil. Rt=6.39.